This data is from the Open Reaction Database (ORD), a public repository of structured organic reaction records. The task is: describe an organic reaction: reactants, conditions, products, and yield Starting materials: CCN(C(C)C)C(C)C, N#Cc1c(Cl)nc(NCc2cccnc2)nc1NCCO, C1COCCO1, c1ccc(C2CCNCC2)cc1. Product: N#Cc1c(NCCO)nc(NCc2cccnc2)nc1N1CCC(c2ccccc2)CC1. RXN SMILES: [CH2:34]([N:35]([CH:36]([CH3:37])[CH3:38])[CH:39]([CH3:40])[CH3:41])[CH3:42].[Cl:1][c:2]1[n:3][c:4]([NH:14][CH2:15][c:16]2[cH:17][n:18][cH:19][cH:20][cH:21]2)[n:5][c:6]([NH:10][CH2:11][CH2:12][OH:13])[c:7]1[C:8]#[N:9].[O:43]1[CH2:44][CH2:45][O:46][CH2:47][CH2:48]1.[c:22]1([CH:28]2[CH2:29][CH2:30][NH:31][CH2:32][CH2:33]2)[cH:23][cH:24][cH:25][cH:26][cH:27]1>>[c:2]1([N:31]2[CH2:30][CH2:29][CH:28]([c:22]3[cH:23][cH:24][cH:25][cH:26][cH:27]3)[CH2:33][CH2:32]2)[n:3][c:4]([NH:14][CH2:15][c:16]2[cH:17][n:18][cH:19][cH:20][cH:21]2)[n:5][c:6]([NH:10][CH2:11][CH2:12][OH:13])[c:7]1[C:8]#[N:9]. The reactants are C([O-])([O-])=O.[K+].[K+] (potassium carbonate), CI (methyl iodide), FC(C(=O)O)(F)F.ClC1=CC=C(C(=O)N2CC(N(C3=C(C2)C=CC(=C3)C(=O)OCC)CC3=CC=C(C=C3)C=3N(CCN3)C)=O)C=C1 (ethyl 4-(4-chlorobenzoyl)-2-oxo-1-[4-(1-methyl-4,5-dihydro-1H-imidazol-2-yl)benzyl]-2,3,4,5-tetrahydro-1H-benzo[e][1,4]diazepine-8-carboxylate trifluoroacetate). Run in C(C)#N (acetonitrile). Conditions: time 5 hour. Product: FC(C(=O)[O-])(F)F.ClC1=CC=C(C(=O)N2CC(N(C3=C(C2)C=CC(=C3)C(=O)OCC)CC3=CC=C(C=C3)C=3N(CC[N+]3C)C)=O)C=C1 (2-[4-((4-(4-chlorobenzoyl)-8-(ethoxycarbonyl)-2-oxo-2,3,4,5-tetrahydro-1H-1,4-benzodiazepin-1-yl)methyl)phenyl]-1,3-dimethyl-4,5-dihydro-1H-imidazol-3-ium trifluoroacetate). RXN SMILES: [F:1][C:2]([F:7])([F:6])[C:3]([OH:5])=[O:4].[Cl:8][C:9]1[CH:46]=[CH:45][C:12]([C:13]([N:15]2[CH2:21][C:20]3[CH:22]=[CH:23][C:24]([C:26]([O:28][CH2:29][CH3:30])=[O:27])=[CH:25][C:19]=3[N:18]([CH2:31][C:32]3[CH:37]=[CH:36][C:35]([C:38]4[N:39]([CH3:43])[CH2:40][CH2:41][N:42]=4)=[CH:34][CH:33]=3)[C:17](=[O:44])[CH2:16]2)=[O:14])=[CH:11][CH:10]=1.[C:47](=O)([O-])[O-].[K+].[K+].CI>C(#N)C>[F:1][C:2]([F:7])([F:6])[C:3]([O-:5])=[O:4].[Cl:8][C:9]1[CH:46]=[CH:45][C:12]([C:13]([N:15]2[CH2:21][C:20]3[CH:22]=[CH:23][C:24]([C:26]([O:28][CH2:29][CH3:30])=[O:27])=[CH:25][C:19]=3[N:18]([CH2:31][C:32]3[CH:37]=[CH:36][C:35]([C:38]4[N:42]([CH3:47])[CH2:41][CH2:40][N+:39]=4[CH3:43])=[CH:34][CH:33]=3)[C:17](=[O:44])[CH2:16]2)=[O:14])=[CH:11][CH:10]=1 |f:0.1,2.3.4,7.8|. Procedure: 11 mg (0.017 mmol) of ethyl 4-(4-chlorobenzoyl)-2-oxo-1-[4-(1-methyl-4,5-dihydro-1H-imidazol-2-yl)benzyl]-2,3,4,5-tetrahydro-1H-benzo[e][1,4]diazepine-8-carboxylate trifluoroacetate obtained in Example 204 was dissolved in 3 ml of acetonitrile. 10 mg (0.08 mmol) of potassium carbonate and 0.05 ml (0.32 1) of methyl iodide were added to the obtained solution, and they were stirred at room temperature for 5 hours. The solvent was evaporated, and the obtained crude product was treated in the same m... The reactants are C(C)(=O)O[C@H]1[C@H](OC=2C=NC=C(C2)Br)SC[C@H]([C@@H]1OC(C)=O)OC(C)=O (5-bromo-3-pyridinyl 2,3,4-tri-O-acetyl-5-thio-β-D-xylopyranoside), FC1=CC(=C(C=C1)B(O)O)OC (4-fluoro-2-methoxy-phenylboronic acid). Yields the product C(C)(=O)O[C@H]1[C@H](OC=2C=NC=C(C2)C2=C(C=C(C=C2)F)OC)SC[C@H]([C@@H]1OC(C)=O)OC(C)=O (5-(4-fluoro-2-methoxyphenyl)-3-pyridinyl 2,3,4-tri-O-acetyl-5-thio-β-D-xylopyranoside), foam. The yield is 92.0%. As a reaction SMILES: [C:1]([O:4][C@@H:5]1[C@@H:18]([O:19][C:20](=[O:22])[CH3:21])[C@H:17]([O:23][C:24](=[O:26])[CH3:25])[CH2:16][S:15][C@H:6]1[O:7][C:8]1[CH:9]=[N:10][CH:11]=[C:12](Br)[CH:13]=1)(=[O:3])[CH3:2].[F:27][C:28]1[CH:33]=[CH:32][C:31](B(O)O)=[C:30]([O:37][CH3:38])[CH:29]=1>>[C:1]([O:4][C@@H:5]1[C@@H:18]([O:19][C:20](=[O:22])[CH3:21])[C@H:17]([O:23][C:24](=[O:26])[CH3:25])[CH2:16][S:15][C@H:6]1[O:7][C:8]1[CH:9]=[N:10][CH:11]=[C:12]([C:31]2[CH:32]=[CH:33][C:28]([F:27])=[CH:29][C:30]=2[O:37][CH3:38])[CH:13]=1)(=[O:3])[CH3:2]. Procedure: By following a procedure analogous to Example 27 starting from 5-bromo-3-pyridinyl 2,3,4-tri-O-acetyl-5-thio-β-D-xylopyranoside and 4-fluoro-2-methoxy-phenylboronic acid, 5-(4-fluoro-2-methoxyphenyl)-3-pyridinyl 2,3,4-tri-O-acetyl-5-thio-β-D-xylopyranoside is obtained in the form of an off-white foam (yield=92%). The reactants are [Al+3], [Cl-], [H-], [H-], [H-], [H-], [Li+], Nc1cccc(F)c1C(=O)O, [NH4+], C1CCOC1. The product is Nc1cccc(F)c1CO. As a reaction SMILES: [Al+3:13].[Cl-:18].[H-:12].[H-:15].[H-:16].[H-:17].[Li+:14].[NH2:1][c:2]1[c:3]([C:4](=[O:5])[OH:6])[c:7]([F:11])[cH:8][cH:9][cH:10]1.[NH4+:19].[O:20]1[CH2:21][CH2:22][CH2:23][CH2:24]1>>[NH2:1][c:2]1[c:3]([CH2:4][OH:5])[c:7]([F:11])[cH:8][cH:9][cH:10]1. Reactants: ClC1=C(C=C(C(=O)O)C=C1S(N)(=O)=O)[N+](=O)[O-] (4-chloro-3-nitro-5-sulfamoylbenzoic acid), C(C)(=O)NC1=CC=C(C=C1)O (4-acetamidophenol), Cl (hydrochloric acid). Solvent: C([O-])(O)=O.[Na+] (sodium bicarbonate). The product is C(C)(=O)NC1=CC=C(OC2=C(C=C(C(=O)O)C=C2S(N)(=O)=O)[N+](=O)[O-])C=C1 (4-(4-acetamidophenoxy)-3-nitro-5-sulfamoylbenzoic acid). RXN SMILES: Cl[C:2]1[C:10]([S:11](=[O:14])(=[O:13])[NH2:12])=[CH:9][C:5]([C:6]([OH:8])=[O:7])=[CH:4][C:3]=1[N+:15]([O-:17])=[O:16].[C:18]([NH:21][C:22]1[CH:27]=[CH:26][C:25]([OH:28])=[CH:24][CH:23]=1)(=[O:20])[CH3:19].Cl>C(=O)(O)[O-].[Na+]>[C:18]([NH:21][C:22]1[CH:27]=[CH:26][C:25]([O:28][C:2]2[C:10]([S:11](=[O:14])(=[O:13])[NH2:12])=[CH:9][C:5]([C:6]([OH:8])=[O:7])=[CH:4][C:3]=2[N+:15]([O-:17])=[O:16])=[CH:24][CH:23]=1)(=[O:20])[CH3:19] |f:3.4|. Procedure: The starting material is prepared as follows: The mixture of 14 g of 4-chloro-3-nitro-5-sulfamoylbenzoic acid, 200 ml of 1N aqueous sodium bicarbonate and 15.9 g of 4-acetamidophenol is heated to about 95°-100°C for 21 hours while stirring under nitrogen. It is cooled to room temperature and made strongly acidic with concentrated hydrochloric acid. The precipitate formed is filtered off, to yield the 4-(4-acetamidophenoxy)-3-nitro-5-sulfamoylbenzoic acid, which after trituration with aqueous eth... Starting materials: CC(=O)Nc1cccnc1-c1ccc(C(=O)Nc2ccc(C(C)(C)C)cc2)cc1, [Li]CCCC, CS(=O)(=O)Cl, C1CCOC1. The product is CC(=O)N(c1cccnc1-c1ccc(C(=O)Nc2ccc(C(C)(C)C)cc2)cc1)S(C)(=O)=O. As a reaction SMILES: [C:1]([CH3:2])(=[O:3])[NH:4][c:5]1[c:6](-[c:11]2[cH:12][cH:13][c:14]([C:15](=[O:16])[NH:17][c:18]3[cH:19][cH:20][c:21]([C:24]([CH3:25])([CH3:26])[CH3:27])[cH:22][cH:23]3)[cH:28][cH:29]2)[n:7][cH:8][cH:9][cH:10]1.[CH3:30][CH2:31][CH2:32][CH2:33][Li:34].[CH3:35][S:36]([Cl:37])(=[O:38])=[O:39].[O:40]1[CH2:41][CH2:42][CH2:43][CH2:44]1>>[C:1]([CH3:2])(=[O:3])[N:4]([c:5]1[c:6](-[c:11]2[cH:12][cH:13][c:14]([C:15](=[O:16])[NH:17][c:18]3[cH:19][cH:20][c:21]([C:24]([CH3:25])([CH3:26])[CH3:27])[cH:22][cH:23]3)[cH:28][cH:29]2)[n:7][cH:8][cH:9][cH:10]1)[S:36]([CH3:35])(=[O:38])=[O:39]. Reactants: ClC1=CC=CC=2SC(=CC21)C(CCC)=O (1-(4-chlorobenzo[b]thiophen-2-yl)butan-1-one), [Br-].[Br-].[Br-].C1(=CC=CC=C1)[N+](C)(C)C.C1(=CC=CC=C1)[N+](C)(C)C.C1(=CC=CC=C1)[N+](C)(C)C (phenyltrimethylammonium tribromide). Solvent: O1CCCC1 (tetrahydrofuran). Reaction conditions: time 66 hour. Yields the product BrC(C(=O)C1=CC2=C(S1)C=CC=C2Cl)CC (2-bromo-1-(4-chlorobenzo[b]thiophen-2-yl)butan-1-one). Yield: 148.6%. Reaction SMILES: [Cl:1][C:2]1[C:10]2[CH:9]=[C:8]([C:11](=[O:15])[CH2:12][CH2:13][CH3:14])[S:7][C:6]=2[CH:5]=[CH:4][CH:3]=1.[Br-:16].[Br-].[Br-].C1([N+](C)(C)C)C=CC=CC=1.C1([N+](C)(C)C)C=CC=CC=1.C1([N+](C)(C)C)C=CC=CC=1>O1CCCC1>[Br:16][CH:12]([CH2:13][CH3:14])[C:11]([C:8]1[S:7][C:6]2[CH:5]=[CH:4][CH:3]=[C:2]([Cl:1])[C:10]=2[CH:9]=1)=[O:15] |f:1.2.3.4.5.6|. Reported procedure: A mixture of 1-(4-chlorobenzo[b]thiophen-2-yl)butan-1-one (0.93 g), phenyltrimethylammonium tribromide (1.47 g) and tetrahydrofuran (20 ml) was stirred under nitrogen at ambient temperature for 66 hours, then it was filtered and diluted with water (50 ml). The product was extracted into dichloromethane (3×30 ml), the combined extracts were dried (MgSO4) and the solvents were removed in vacuo. The residue was purified by flash chromatography over silica using dichloromethane as eluant. Appropriat... The reactants are N(=[N+]=[N-])C1CN(C(N(C1)C)=O)C (5-azido-1,3-dimethyl-tetrahydro-pyrimidin-2-one). Reagents/catalysts: [Pd] (Pd/C). Solvent: CCO (EtOH). Conditions: time 13.5 hour. Yields the product NC1CN(C(N(C1)C)=O)C (5-Amino-1,3-dimethyl-tetrahydro-pyrimidin-2-one). As a reaction SMILES: [N:1]([CH:4]1[CH2:9][N:8]([CH3:10])[C:7](=[O:11])[N:6]([CH3:12])[CH2:5]1)=[N+]=[N-]>CCO.[Pd]>[NH2:1][CH:4]1[CH2:9][N:8]([CH3:10])[C:7](=[O:11])[N:6]([CH3:12])[CH2:5]1. Procedure: A mixture of 5-azido-1,3-dimethyl-tetrahydro-pyrimidin-2-one (Step P5) (2.5 g, 11.1 mmol) and Pd/C 10% (500 mg) in EtOH (70 mL) was stirred at rt under a hydrogen atmosphere for 13.5 h. The reaction mixture was filtered through a pad of celite, washed with THF and MeOH and concentrated. The residue was dissolved in EtOAc and extracted with cold 1N HCl. The aqueous phase was basified with a saturated aqueous NaHCO3 solution. The resulting aqueous phase was extracted with CH2Cl2/isopropanol 3:1 (3...